Dataset: the Open Reaction Database (ORD), a public repository of structured organic reaction records. Task: describe an organic reaction: reactants, conditions, products, and yield The reactants are C1(CCCC1)CCC(=O)Cl (3-Cyclopentyl propionyl chloride), BrC1=CC(=C(N)C(=C1)C(F)(F)F)Cl (4-bromo-2-chloro-6-(trifluoromethyl)aniline), O (Water). The solvent is C(C)#N (acetonitrile). Run at time 8 hour. The product is BrC1=CC(=C(C(=C1)C(F)(F)F)NC(CCC1CCCC1)=O)Cl (N-(4-Bromo-2-chloro-6-trifluoromethyl-phenyl)-3-cyclopentyl-propionamide). RXN SMILES: [CH:1]1([CH2:6][CH2:7][C:8](Cl)=[O:9])[CH2:5][CH2:4][CH2:3][CH2:2]1.[Br:11][C:12]1[CH:18]=[C:17]([C:19]([F:22])([F:21])[F:20])[C:15]([NH2:16])=[C:14]([Cl:23])[CH:13]=1.O>C(#N)C>[Br:11][C:12]1[CH:18]=[C:17]([C:19]([F:22])([F:21])[F:20])[C:15]([NH:16][C:8](=[O:9])[CH2:7][CH2:6][CH:1]2[CH2:5][CH2:4][CH2:3][CH2:2]2)=[C:14]([Cl:23])[CH:13]=1. Procedure: 3-Cyclopentyl propionyl chloride (1.28 g, 8.0 mmol) was added to a solution of 4-bromo-2-chloro-6-(trifluoromethyl)aniline (2.0 g, 7.3 mmol) in acetonitrile (10 mL). The reaction mixture was stirred at room temperature overnight. Water was added, and the mixture was then extracted with ethyl acetate. The organic layer was dried over sodium sulfate and concentrated. Purification by column chromatography (100% DCM) afforded the title compound as a powder. The reactants are C(C)OC(=O)C=1C2=C(SC1NC(C)=O)CC(CC2)CC2=CC=CC=C2 (2-Acetylamino-6-benzyl-4,5,6,7-tetrahydro-benzo[b]thiophene-3-carboxylic acid ethyl ester), CC(=O)O (AcOH), Na2Cr2O7-2H2O. Solvent: O (H2O). Run at temperature 65 celsius, time 2 hour. Yields the product C(C)OC(=O)C=1C2=C(SC1NC(C)=O)C(C(CC2)CC2=CC=CC=C2)=O (2-Acetylamino-6-benzyl-7-oxo-4,5,6,7-tetrahydro-benzo[b]thiophene-3-carboxylic acid ethyl ester). Isolated yield 41.0%. RXN SMILES: [CH2:1]([O:3][C:4]([C:6]1[C:7]2[CH2:18][CH2:17][CH:16]([CH2:19][C:20]3[CH:25]=[CH:24][CH:23]=[CH:22][CH:21]=3)[CH2:15][C:8]=2[S:9][C:10]=1[NH:11][C:12](=[O:14])[CH3:13])=[O:5])[CH3:2].CC(O)=[O:28]>O>[CH2:1]([O:3][C:4]([C:6]1[C:7]2[CH2:18][CH2:17][CH:16]([CH2:19][C:20]3[CH:25]=[CH:24][CH:23]=[CH:22][CH:21]=3)[C:15](=[O:28])[C:8]=2[S:9][C:10]=1[NH:11][C:12](=[O:14])[CH3:13])=[O:5])[CH3:2]. Procedure details: Compound 02-3 (22.1 g, 62 mmol) was dissolved in AcOH (200 mL). The mixture was heated to 65° C. and a solution of Na2Cr2O7-2H2O (27.2 g, 93 mmol) in hot H2O (200 mL) was added over a period of 2 min. After complete addition the mixture was stirred for 3 h at 65-67° C. and 2 h at 75° C. The mixture was allowed to cool to RT and then quenched with saturated aqueous Na2SO3 (100 mL) and diluted with H2O (1.5 L). The aqueous mixture was extracted with EtOAc (3×300 mL). The combined organic layers we... Starting materials: C(C)(=O)C=1OC2=C(C1)C(=C(C=C2)OCC(CNC(C)(C)C)O)C(C)=O ((±)-2,4-diacetyl-5-(3-tert-butylamino-2-hydroxy-propyloxy)-benzofuran), C(Cl)(Cl)Cl (CHCl3), C(Cl)(Cl)Cl (CHCl3). The product is CC(=O)C1=CC2=C(O1)C=CC(=C2C(=O)C)OCC(CNC(C)(C)C)O.Cl (R 7262). Reaction SMILES: [C:1]([C:4]1[O:5][C:6]2[CH:12]=[CH:11][C:10]([O:13][CH2:14][CH:15]([OH:22])[CH2:16][NH:17][C:18]([CH3:21])([CH3:20])[CH3:19])=[C:9]([C:23](=[O:25])[CH3:24])[C:7]=2[CH:8]=1)(=[O:3])[CH3:2].C(Cl)(Cl)[Cl:27]>>[CH3:2][C:1]([C:4]1[O:5][C:6]2[CH:12]=[CH:11][C:10]([O:13][CH2:14][CH:15]([OH:22])[CH2:16][NH:17][C:18]([CH3:21])([CH3:20])[CH3:19])=[C:9]([C:23]([CH3:24])=[O:25])[C:7]=2[CH:8]=1)=[O:3].[ClH:27] |f:2.3|. Procedure details: 8.9 g of (±)-2,4-diacetyl-5-(3-tert-butylamino-2-hydroxy-propyloxy)-benzofuran in solution in CHCl3 are charged in a reactor cooled externally with an ice bath, then a stream of gaseous HCl is bubbled up to saturation. After evaporation of CHCl3 under reduced pressure, a precipitate is obtained which is taken up in CHCl3, triturated drained and dried. 9.2 g of the expected product are obtained, m.p.=214°-216° C. Reactants: O=Cc1ccc(Cl)cc1, NCCN1CCOCC1, O, c1ccccc1. The product is O=C(NCCN1CCOCC1)c1ccc(Cl)cc1. As a reaction SMILES: [Cl:1][c:2]1[cH:3][cH:4][c:5]([CH:6]=[O:7])[cH:8][cH:9]1.[NH2:10][CH2:11][CH2:12][N:13]1[CH2:14][CH2:15][O:16][CH2:17][CH2:18]1.[OH2:25].[cH:19]1[cH:20][cH:21][cH:22][cH:23][cH:24]1>>[Cl:1][c:2]1[cH:3][cH:4][c:5]([C:6](=[O:7])[NH:10][CH2:11][CH2:12][N:13]2[CH2:14][CH2:15][O:16][CH2:17][CH2:18]2)[cH:8][cH:9]1. The reactants are Clc1ccsc1Br, ClCCl, O=C(Cl)c1ccc(F)cc1. Yields the product O=C(c1ccc(F)cc1)c1cc(Cl)c(Br)s1. RXN SMILES: [Br:1][c:2]1[s:3][cH:4][cH:5][c:6]1[Cl:7].[Cl:18][CH2:19][Cl:20].[F:8][c:9]1[cH:10][cH:11][c:12]([C:13](=[O:14])[Cl:15])[cH:16][cH:17]1>>[Br:1][c:2]1[s:3][c:4]([C:13]([c:12]2[cH:11][cH:10][c:9]([F:8])[cH:17][cH:16]2)=[O:14])[cH:5][c:6]1[Cl:7].